From a dataset of the Open Reaction Database (ORD), a public repository of structured organic reaction records. describe an organic reaction: reactants, conditions, products, and yield The reactants are C1CCNCC1, COC(=O)C=C(C)C, CCOCC, CO, COC(=O)CCS. Product: COC(=O)CCSC(C)(C)CC(=O)OC. As a reaction SMILES: [CH2:9]1[CH2:10][CH2:11][NH:12][CH2:13][CH2:14]1.[CH3:1][C:2](=[CH:3][C:4](=[O:5])[O:6][CH3:7])[CH3:8].[CH3:22][CH2:23][O:24][CH2:25][CH3:26].[CH3:27][OH:28].[SH:15][CH2:16][CH2:17][C:18](=[O:19])[O:20][CH3:21]>>[CH3:1][C:2]([CH2:3][C:4](=[O:5])[O:6][CH3:7])([CH3:8])[S:15][CH2:16][CH2:17][C:18](=[O:19])[O:20][CH3:21].